Dataset: the Open Reaction Database (ORD), a public repository of structured organic reaction records. Task: describe an organic reaction: reactants, conditions, products, and yield Starting materials: C(C)OC(CNC(=O)C1=NN(C(=C1)C1=CC=C(C=C1)Cl)C1=C(C=C(C=C1)Cl)Cl)OCC (5-(4-chlorophenyl)-1-(2,4-dichlorophenyl)-1H-pyrazole-3-carboxylic acid (2,2-diethoxyethyl)-amide), O.C1(=CC=C(C=C1)S(=O)(=O)O)C (p-toluenesulfonic acid monohydrate). Run in C1(=CC=CC=C1)C (toluene). Reaction conditions: time 1 hour. Product: C(C1=CC=CC=C1)N1C(C=2C(C=C1)=C(N(N2)C2=C(C=C(C=C2)Cl)Cl)C2=CC=C(C=C2)Cl)=O (6-Benzyl-3-(4-chlorophenyl)-2-(2,4-dichlorophenyl)-2,6-dihydropyrazolo[3,4-c]pyridin-7-one). Isolated yield 15.6%. Reaction SMILES: C(O[CH:4](OCC)[CH2:5][NH:6][C:7]([C:9]1[CH:13]=[C:12]([C:14]2[CH:19]=[CH:18][C:17]([Cl:20])=[CH:16][CH:15]=2)[N:11]([C:21]2[CH:26]=[CH:25][C:24]([Cl:27])=[CH:23][C:22]=2[Cl:28])[N:10]=1)=[O:8])C.O.[C:33]1([CH3:43])[CH:38]=[CH:37][C:36](S(O)(=O)=O)=[CH:35][CH:34]=1>C1(C)C=CC=CC=1>[CH2:43]([N:6]1[CH:5]=[CH:4][C:13]2=[C:12]([C:14]3[CH:15]=[CH:16][C:17]([Cl:20])=[CH:18][CH:19]=3)[N:11]([C:21]3[CH:26]=[CH:25][C:24]([Cl:27])=[CH:23][C:22]=3[Cl:28])[N:10]=[C:9]2[C:7]1=[O:8])[C:33]1[CH:38]=[CH:37][CH:36]=[CH:35][CH:34]=1 |f:1.2|. Procedure details: A mixture of 5-(4-chlorophenyl)-1-(2,4-dichlorophenyl)-1H-pyrazole-3-carboxylic acid (2,2-diethoxyethyl)-amide (I-1A-1a; 528 mg, 0.92 mmol) and p-toluenesulfonic acid monohydrate (175 mg, 0.92 mmol) in toluene (5 ml) was heated to reflux in round bottom flask fitted with a Dean-Stark condenser. After 1 hour, the reaction was cooled to room temperature, and then extracted from saturated aqueous sodium bicarbonate with ethyl acetate. The combined organic layers were washed with brine, dried (MgSO4... The reactants are ONC(=N)C1=CC=C(CNC(C(OC)C2=C(C=C(C=C2)OC)O)=O)C=C1 ((RS)-N-[4-(N-hydroxycarbamimidoyl)-benzyl]-2-(2-hydroxy-4-methoxy-phenyl)-2-methoxy-acetamide). Reagents/catalysts: [Pd] (Pd/C). The solvent is C(C)O (ethanol), C(C)(=O)O (acetic acid). Reaction conditions: time 7.5 hour. The product is C(N)(=N)C1=CC=C(CNC(C(OC)C2=C(C=C(C=C2)OC)O)=O)C=C1 ((RS)-N-(4-carbamimidoyl-benzyl)-2-(2-hydroxy-4-methoxy-phenyl)-2-methoxy-acetamide). RXN SMILES: O[NH:2][C:3]([C:5]1[CH:26]=[CH:25][C:8]([CH2:9][NH:10][C:11](=[O:24])[CH:12]([C:15]2[CH:20]=[CH:19][C:18]([O:21][CH3:22])=[CH:17][C:16]=2[OH:23])[O:13][CH3:14])=[CH:7][CH:6]=1)=[NH:4]>C(O)C.C(O)(=O)C.[Pd]>[C:3]([C:5]1[CH:6]=[CH:7][C:8]([CH2:9][NH:10][C:11](=[O:24])[CH:12]([C:15]2[CH:20]=[CH:19][C:18]([O:21][CH3:22])=[CH:17][C:16]=2[OH:23])[O:13][CH3:14])=[CH:25][CH:26]=1)(=[NH:2])[NH2:4]. Procedure: A suspension of (RS)-N-[4-(N-hydroxycarbamimidoyl)-benzyl]-2-(2-hydroxy-4-methoxy-phenyl)-2-methoxy-acetamide (240 mg) in ethanol (9 ml) and acetic acid (0.38 ml) was hydrogenated for 7.5 h using 10% Pd/C as a catalyst. The reaction mixture was filtered and the solvent was evaporated. The product was purified by chromatography (silica gel, CH2Cl2=>CH2Cl2/MeOH 4:1) to give (RS)-N-(4-carbamimidoyl-benzyl)-2-(2-hydroxy-4-methoxy-phenyl)-2-methoxy-acetamide actetate (12 mg) as an off-white, amorphou...